This data is from the Open Reaction Database (ORD), a public repository of structured organic reaction records. The task is: describe an organic reaction: reactants, conditions, products, and yield Starting materials: C([O-])([O-])=O.[K+].[K+] (potassium carbonate), C(C)(=O)OCC (ethyl acetate), C(C)(=O)OC1=CC=C(C(=O)NC=2C=C(C=CC2)N2C3=C(N=C(C2=O)CC2=CC=CC=C2)C=CC=N3)C=C1 (4-[3-(4-acetoxybenzoylamino)phenyl]-2-benzyl-3-oxo-3,4-dihydropyrido[2,3-b]pyrazine). Solvent: O (water), O (water), CO (methanol), O1CCOCC1 (1,4-dioxane). Run at time 1.5 hour. The product is C(C1=CC=CC=C1)C1=NC2=C(N(C1=O)C1=CC(=CC=C1)NC(C1=CC=C(C=C1)O)=O)N=CC=C2 (2-benzyl-4-[3-(4-hydroxybenzoylamino)phenyl]-3-oxo-3,4-dihydropyrido[2,3-b]pyrazine). Reaction SMILES: C([O:4][C:5]1[CH:37]=[CH:36][C:8]([C:9]([NH:11][C:12]2[CH:13]=[C:14]([N:18]3[C:23](=[O:24])[C:22]([CH2:25][C:26]4[CH:31]=[CH:30][CH:29]=[CH:28][CH:27]=4)=[N:21][C:20]4[CH:32]=[CH:33][CH:34]=[N:35][C:19]3=4)[CH:15]=[CH:16][CH:17]=2)=[O:10])=[CH:7][CH:6]=1)(=O)C.C(=O)([O-])[O-].[K+].[K+].C(OCC)(=O)C>CO.O1CCOCC1.O>[CH2:25]([C:22]1[C:23](=[O:24])[N:18]([C:14]2[CH:15]=[CH:16][CH:17]=[C:12]([NH:11][C:9](=[O:10])[C:8]3[CH:36]=[CH:37][C:5]([OH:4])=[CH:6][CH:7]=3)[CH:13]=2)[C:19]2[N:35]=[CH:34][CH:33]=[CH:32][C:20]=2[N:21]=1)[C:26]1[CH:31]=[CH:30][CH:29]=[CH:28][CH:27]=1 |f:1.2.3|. Procedure details: To a mixture of 4-[3-(4-acetoxybenzoylamino)phenyl]-2-benzyl-3-oxo-3,4-dihydropyrido[2,3-b]pyrazine (147 ma) in methanol (3 ml) and 1,4-dioxane (3 ml) was added a solution of potassium carbonate (83 mg) in water (0.5 ml). The mixture was stirred at room temperature for 1.5 hours, then poured into a mixture of ethyl acetate and water. The organic phase was separated, washed with brine, dried over magnesium sulfate and concentrated. The residue was crystallized from ethanol to give 2-benzyl-4-[3-(... As a reaction SMILES: [CH2:31]1[O:32][CH2:33][CH2:34][CH2:35]1.[OH-:36].[OH-:38].[Pd+2:37].[s:1]1[c:2]([C:10](=[O:11])[c:12]2[cH:13][cH:14][c:15]([O:18][c:19]3[n:20][cH:21][cH:22][cH:23][c:24]3[C:25]3=[CH:30][CH2:29][O:28][CH2:27][CH2:26]3)[cH:16][cH:17]2)[n:3][c:4]2[c:5]1[cH:6][cH:7][cH:8][cH:9]2>>[s:1]1[c:2]([CH:10]([OH:11])[c:12]2[cH:13][cH:14][c:15]([O:18][c:19]3[n:20][cH:21][cH:22][cH:23][c:24]3[C:25]3=[CH:30][CH2:29][O:28][CH2:27][CH2:26]3)[cH:16][cH:17]2)[n:3][c:4]2[c:5]1[cH:6][cH:7][cH:8][cH:9]2. Starting materials: C1CCOC1, [OH-], [OH-], [Pd+2], O=C(c1ccc(Oc2ncccc2C2=CCOCC2)cc1)c1nc2ccccc2s1. The product is OC(c1ccc(Oc2ncccc2C2=CCOCC2)cc1)c1nc2ccccc2s1. Reactants: CCCCOC(C)Oc1ccc(-c2ccc3c(c2)C=C(C(=O)OC)CCN3Cc2ccoc2)cc1, CO, Cl, [Na+], C1CCOC1, [OH-], O. Yields the product CCCCOC(C)Oc1ccc(-c2ccc3c(c2)C=C(C(=O)O)CCN3Cc2ccoc2)cc1. As a reaction SMILES: [CH2:1]([CH2:2][CH2:3][CH3:4])[O:5][CH:6]([CH3:7])[O:8][c:9]1[cH:10][cH:11][c:12](-[c:15]2[cH:16][cH:17][c:18]3[c:19]([cH:35]2)[CH:20]=[C:21]([C:31](=[O:32])[O:33][CH3:34])[CH2:22][CH2:23][N:24]3[CH2:25][c:26]2[cH:27][o:28][cH:29][cH:30]2)[cH:13][cH:14]1.[CH3:45][OH:46].[ClH:39].[Na+:37].[O:40]1[CH2:41][CH2:42][CH2:43][CH2:44]1.[OH-:36].[OH2:38]>>[CH2:1]([CH2:2][CH2:3][CH3:4])[O:5][CH:6]([CH3:7])[O:8][c:9]1[cH:10][cH:11][c:12](-[c:15]2[cH:16][cH:17][c:18]3[c:19]([cH:35]2)[CH:20]=[C:21]([C:31](=[O:32])[OH:33])[CH2:22][CH2:23][N:24]3[CH2:25][c:26]2[cH:27][o:28][cH:29][cH:30]2)[cH:13][cH:14]1. Reactants: II (iodine), SC1=NC=CC=N1 (2-mercaptopyrimidine), ClCl (Cl2), C(=O)=O (dry-ice). Run in C(Cl)(Cl)(Cl)Cl (CCl4), C(Cl)(Cl)(Cl)Cl (CCl4), C(Cl)(Cl)(Cl)Cl (CCl4). Product: ClCl (chlorine), ClSC1=NC=CC=N1 (2-chlorosulfenylpyrimidine). Reaction SMILES: [Cl:1][Cl:2].C(=O)=O.II.[SH:8][C:9]1[N:14]=[CH:13][CH:12]=[CH:11][N:10]=1>C(Cl)(Cl)(Cl)Cl>[Cl:1][Cl:2].[Cl:1][S:8][C:9]1[N:14]=[CH:13][CH:12]=[CH:11][N:10]=1. Procedure details: A solution of chlorine in CCl4 is prepared by condensing 4.38 ml liquified Cl2 at dry-ice temperature, and then adding 75 ml CCl4 at -10° to it. To this solution at 0° is added two small crystals of iodine, and then 10.0 g 2-mercaptopyrimidine in 35 ml CCl4 dropwise over 1.5 hours. After stirring another hour, the solvent, excess Cl2 and HCl are evaporated in vacuo, leaving 5.I as residue. Reactants: O=C(Cl)c1ccccc1, CC(C)=NOCCOC(=N)N1Cc2ccccc2-c2ccccc2C1. Reaction SMILES: [C:26]([c:27]1[cH:28][cH:29][cH:30][cH:31][cH:32]1)(=[O:33])[Cl:34].[cH:1]1[cH:2][cH:3][cH:4][c:5]2[c:11]1-[c:10]1[c:9]([cH:15][cH:14][cH:13][cH:12]1)[CH2:8][N:7]([C:16]([O:17][CH2:18][CH2:19][O:20][N:21]=[C:22]([CH3:23])[CH3:24])=[NH:25])[CH2:6]2>>[cH:1]1[cH:2][cH:3][cH:4][c:5]2[c:11]1-[c:10]1[c:9]([cH:15][cH:14][cH:13][cH:12]1)[CH2:8][N:7]([C:16]([O:17][CH2:18][CH2:19][O:20][N:21]=[C:22]([CH3:23])[CH3:24])=[N:25][C:26]([c:27]1[cH:28][cH:29][cH:30][cH:31][cH:32]1)=[O:33])[CH2:6]2. The product is CC(C)=NOCCOC(=NC(=O)c1ccccc1)N1Cc2ccccc2-c2ccccc2C1. Starting materials: O=C(O)c1ccc(Br)c(Cl)n1, CC1(CO)COC1, CCOC(C)=O, Cl, [H-], [Na+], CN(C)C=O. Yields the product CC1(COc2nc(C(=O)O)ccc2Br)COC1. Reaction SMILES: [Br:1][c:2]1[cH:3][cH:4][c:5]([C:9](=[O:10])[OH:11])[n:6][c:7]1[Cl:8].[CH3:12][C:13]1([CH2:17][OH:18])[CH2:14][O:15][CH2:16]1.[CH3:27][CH2:28][O:29][C:30](=[O:31])[CH3:32].[ClH:21].[H-:20].[Na+:19].[O:22]=[CH:23][N:24]([CH3:25])[CH3:26]>>[Br:1][c:2]1[cH:3][cH:4][c:5]([C:9](=[O:10])[OH:11])[n:6][c:7]1[O:18][CH2:17][C:13]1([CH3:12])[CH2:14][O:15][CH2:16]1. The reactants are COCOCC1OC2=C(C1(O)CC(=O)OC)C=CC=C2OC (Methyl (2,3-dihydro-2-methoxymethoxymethyl-3-hydroxy-7-methoxybenzofuran-3-yl)acetate), C(O)([O-])=O.[Na+] (sodium hydrogen carbonate). The solvent is C1CCOC1 (THF), C(=O)O (formic acid). Yields the product COCOCC=1OC2=C(C1CC(=O)OC)C=CC=C2OC (Methyl (2-methoxymethoxymethyl-7-methoxybenzofuran-3-yl)acetate). Yield: 84.6%. As a reaction SMILES: [CH3:1][O:2][CH2:3][O:4][CH2:5][CH:6]1[C:10]([CH2:12][C:13]([O:15][CH3:16])=[O:14])(O)[C:9]2[CH:17]=[CH:18][CH:19]=[C:20]([O:21][CH3:22])[C:8]=2[O:7]1.C(=O)([O-])O.[Na+]>C1COCC1.C(O)=O>[CH3:1][O:2][CH2:3][O:4][CH2:5][C:6]1[O:7][C:8]2[C:20]([O:21][CH3:22])=[CH:19][CH:18]=[CH:17][C:9]=2[C:10]=1[CH2:12][C:13]([O:15][CH3:16])=[O:14] |f:1.2|. Reported procedure: Methyl (2,3-dihydro-2-methoxymethoxymethyl-3-hydroxy-7-methoxybenzofuran-3-yl)acetate (990 mg) was dissolved in THF (25 ml) and formic acid (15 ml), and the obtained solution was stirred at room temperature for 15 hours. The reaction mixture was poured into saturated aqueous sodium hydrogen carbonate solution and extracted with ethyl acetate. The organic layer was washed with water and with saturated brine and dried over magnesium sulfate. Magnesium sulfate was removed by filtration and the solv... Yields the product OC1=NC=2N(C(=N1)O)N=CC2C2=CC=CC=C2 (2,4-Dihydroxy-8-phenylpyrazolo[1,5-a]-1,3,5-triazine). RXN SMILES: [OH:1][C:2]1[N:7]2[N:8]=[CH:9][C:10]([C:11]3[CH:16]=[CH:15][CH:14]=[CH:13][CH:12]=3)=[C:6]2[N:5]=[C:4](S)[N:3]=1.[OH-:18].[Na+].OO.Cl>CO>[OH:18][C:4]1[N:3]=[C:2]([OH:1])[N:7]2[N:8]=[CH:9][C:10]([C:11]3[CH:16]=[CH:15][CH:14]=[CH:13][CH:12]=3)=[C:6]2[N:5]=1 |f:1.2|. Starting materials: Cl (hydrochloric acid), OC1=NC(=NC=2N1N=CC2C2=CC=CC=C2)S (4-hydroxy-2-mercapto-8-phenylpyrazolo[1,5-a]-1,3,5-triazine), [OH-].[Na+] (sodium hydroxide), OO (hydrogen peroxide). Procedure details: To a mixture of 4-hydroxy-2-mercapto-8-phenylpyrazolo[1,5-a]-1,3,5-triazine (130 mg), 0.25N sodium hydroxide solution (4 ml) and methanol (3 ml) is with stirring added 30% hydrogen peroxide (1 ml) under ice cooling. The mixture is reacted for one hour, and the reaction mixture is adjusted to pH 1-2 with conc. hydrochloric acid. The resulting precipitate is separated by filtration, washed with water and methanol and dried to give the title compound (25.8 mg). The solvent is CO (methanol).